Dataset: the Open Reaction Database (ORD), a public repository of structured organic reaction records. Task: describe an organic reaction: reactants, conditions, products, and yield Starting materials: ClC1=CC=C(S1)C1=CC(=NO1)CN1C(=NC=2C1=CSC2C(=O)O)C(NC2CCN(CC2)C2CC2)=O (3-[5-(5-Chloro-thiophen-2-yl)-isoxazol-3-ylmethyl]-2-(1-cyclopropyl-piperidin-4-ylcarbamoyl)-3H-thieno[3,4-d]imidazole-6-carboxylic acid), NCCO (2-amino-ethanol). Yields the product 6-[(2-hydroxy-ethyl)-amide]2-[(1-isopropyl-piperidin-4-yl)-amide], ClC1=CC=C(S1)C1=CC(=NO1)CN1C(=NC=2C1=CSC2C(=O)O)C(=O)O (3-[5-(5-Chloro-thiophen-2-yl)-isoxazol-3-ylmethyl]-3H-thieno[3,4-d]imidazole-2,6-dicarboxylic acid). RXN SMILES: [Cl:1][C:2]1[S:6][C:5]([C:7]2[O:11][N:10]=[C:9]([CH2:12][N:13]3[C:17]4=[CH:18][S:19][C:20]([C:21]([OH:23])=[O:22])=[C:16]4[N:15]=[C:14]3[C:24](=[O:35])NC3CCN(C4CC4)CC3)[CH:8]=2)=[CH:4][CH:3]=1.NCC[OH:39]>>[Cl:1][C:2]1[S:6][C:5]([C:7]2[O:11][N:10]=[C:9]([CH2:12][N:13]3[C:17]4=[CH:18][S:19][C:20]([C:21]([OH:23])=[O:22])=[C:16]4[N:15]=[C:14]3[C:24]([OH:35])=[O:39])[CH:8]=2)=[CH:4][CH:3]=1. Procedure: 6-[(2-hydroxy-ethyl)-amide]2-[(1-isopropyl-piperidin-4-yl)-amide] was prepared by a procedure according to example 22 starting from 96 mg (0.18 mmol) 3-[5-(5-Chloro-thiophen-2-yl)-isoxazol-3-ylmethyl]-2-(1-cyclopropyl-piperidin-4-ylcarbamoyl)-3H-thieno[3,4-d]imidazole-6-carboxylic acid and 11.0 μl (0.18 mmol) 2-amino-ethanol. The title compound was obtained as its formiate in form of a white amorphous solid. Starting materials: N#Cc1ccc(C(=O)Nc2cc(-c3cccs3)ccc2N)cc1, NCCN, CN(C)C=O, S=C=S. Yields the product Nc1ccc(-c2cccs2)cc1NC(=O)c1ccc(C2=NCCN2)cc1. Reaction SMILES: [NH2:1][c:2]1[c:3]([NH:13][C:14]([c:15]2[cH:16][cH:17][c:18]([C:21]#[N:22])[cH:19][cH:20]2)=[O:23])[cH:4][c:5](-[c:8]2[s:9][cH:10][cH:11][cH:12]2)[cH:6][cH:7]1.[NH2:24][CH2:25][CH2:26][NH2:27].[O:31]=[CH:32][N:33]([CH3:34])[CH3:35].[S:28]=[C:29]=[S:30]>>[NH2:1][c:2]1[c:3]([NH:13][C:14]([c:15]2[cH:16][cH:17][c:18]([C:21]3=[N:22][CH2:26][CH2:25][NH:24]3)[cH:19][cH:20]2)=[O:23])[cH:4][c:5](-[c:8]2[s:9][cH:10][cH:11][cH:12]2)[cH:6][cH:7]1. Reactants: CCCCO, O=[N+]([O-])c1cc(F)c(F)c(F)c1Nc1cc(C2CC2)[nH]n1, CCN(C(C)C)C(C)C, CC(N)c1ccc(F)cc1. The product is CC(Nc1c(F)cc([N+](=O)[O-])c(Nc2cc(C3CC3)[nH]n2)c1F)c1ccc(F)cc1. As a reaction SMILES: [CH2:41]([OH:42])[CH2:43][CH2:44][CH3:45].[CH:1]1([c:4]2[cH:5][c:6]([NH:9][c:10]3[c:11]([F:21])[c:12]([F:20])[c:13]([F:19])[cH:14][c:15]3[N+:16](=[O:17])[O-:18])[n:7][nH:8]2)[CH2:2][CH2:3]1.[CH:32]([N:33]([CH2:34][CH3:35])[CH:36]([CH3:37])[CH3:38])([CH3:39])[CH3:40].[F:22][c:23]1[cH:24][cH:25][c:26]([CH:29]([CH3:30])[NH2:31])[cH:27][cH:28]1>>[CH:1]1([c:4]2[cH:5][c:6]([NH:9][c:10]3[c:11]([F:21])[c:12]([NH:31][CH:29]([c:26]4[cH:25][cH:24][c:23]([F:22])[cH:28][cH:27]4)[CH3:30])[c:13]([F:19])[cH:14][c:15]3[N+:16](=[O:17])[O-:18])[n:7][nH:8]2)[CH2:2][CH2:3]1. Starting materials: BrC1=CC(=CC=C1)C=C(F)F (1-bromo-3-(2,2-difluoroethenyl)benzene), C(=O)N1CCCCC1 (1-formylpiperidine), ice water, Cl (hydrochloric acid), II (iodine), [Mg] (magnesium). The solvent is O1CCCC1 (tetrahydrofuran), O1CCCC1 (tetrahydrofuran), O1CCCC1 (tetrahydrofuran). Conditions: time 15 minute. Product: FC(=CC=1C=C(C=O)C=CC1)F (3-(2,2-difluoroethenyl)benzaldehyde). Yield: 24.5%. Reaction SMILES: [Mg].II.Br[C:5]1[CH:10]=[CH:9][CH:8]=[C:7]([CH:11]=[C:12]([F:14])[F:13])[CH:6]=1.[CH:15](N1CCCCC1)=[O:16].Cl>O1CCCC1>[F:13][C:12]([F:14])=[CH:11][C:7]1[CH:6]=[C:5]([CH:10]=[CH:9][CH:8]=1)[CH:15]=[O:16]. Procedure details: To a mixture of 0.67 g of magnesium and 10 ml of tetrahydrofuran was added a catalytic amount of iodine, and added dropwise a solution of 6.0 g of 1-bromo-3-(2,2-difluoroethenyl)benzene in 20 ml of tetrahydrofuran at 55° C. After stirred at room temperature for 15 minutes, a solution of 3.98 g of 1-formylpiperidine in 5 ml of tetrahydrofuran was added dropwise. This was heated under reflux for 15 minutes, and ice water and 10% hydrochloric acid were added, followed by extraction with t-butyl met... Reactants: COC1=C/C(=C\2/C=C(C3=CC=CC=C3C2=O)OC)/C(=O)C4=CC=CC=C41 (Russig's Blue), COC1=CC=C(C2=CC=CC=C12)O (4-methoxy-1-naphthol). Reagents/catalysts: [Ag]=O (silver oxide). The solvent is C(Cl)(Cl)Cl (chloroform). The product is COC1=CC(=C(C2=CC=CC=C12)O)C=1C=C(C2=CC=CC=C2C1O)OC (1,1'-dimethoxy-3,3'-binaphthyl-4,4'-diol). As a reaction SMILES: COC1C2C(=CC=CC=2)C(O)=CC=1.[CH3:14][O:15][C:16]1[C:39]2[C:34](=[CH:35][CH:36]=[CH:37][CH:38]=2)[C:32](=[O:33])/[C:18](=[C:19]2\[CH:20]=[C:21]([O:30][CH3:31])[C:22]3[C:27]([C:28]\2=[O:29])=[CH:26][CH:25]=[CH:24][CH:23]=3)/[CH:17]=1>[Ag]=O.C(Cl)(Cl)Cl>[CH3:31][O:30][C:21]1[C:22]2[C:27](=[CH:26][CH:25]=[CH:24][CH:23]=2)[C:28]([OH:29])=[C:19]([C:18]2[CH:17]=[C:16]([O:15][CH3:14])[C:39]3[C:34]([C:32]=2[OH:33])=[CH:35][CH:36]=[CH:37][CH:38]=3)[CH:20]=1. Procedure: Under an atmosphere of nitrogen, a mixture of 5.0 g of 4-methoxy-1-naphthol and 50 mL chloroform was mechanically stirred with 10.0 g silver oxide until the conversion to Russig's Blue was complete. The unreacted silver oxide was filtered and washed with chloroform. The filtrate and chloroform washings were combined and stirred with 4.9 g of 4-methoxy-1-naphthol until the solution turned gray. The solution was then concentrated to 50 mL and the resulting precipitate was filtered, washed with chl... The reactants are C1(=CC=CC=C1)S(=O)(=O)N1C=C(C2=CC=CC=C12)C1NCCNC1 (1-{phenylsulfonyl)-3-(2-piperazinyl)-1H-indole), C(C)N1C=C(C(C2=CC(=C(C=C12)F)F)=O)C(=O)O (1-ethyl-6,7-difluoro-1,4-dihydro-4-oxo-3-quinolinecarboxylic acid). The solvent is N1=CC=CC=C1 (pyridine). Reaction conditions: temperature 95 celsius. Product: C(C)N1C=C(C(C2=CC(=C(C=C12)N1CC(NCC1)C1=CN(C2=CC=CC=C12)S(=O)(=O)C1=CC=CC=C1)F)=O)C(=O)O (1-ethyl-6-fluoro-1,4-dihydro-4-oxo-7-[3-[1-(phenylsulfonyl)-1H-indol-3-yl]-1-piperazinyl]-3-quinolinecarboxylic acid). Isolated yield 84.5%. As a reaction SMILES: [C:1]1([S:7]([N:10]2[C:18]3[C:13](=[CH:14][CH:15]=[CH:16][CH:17]=3)[C:12]([CH:19]3[CH2:24][NH:23][CH2:22][CH2:21][NH:20]3)=[CH:11]2)(=[O:9])=[O:8])[CH:6]=[CH:5][CH:4]=[CH:3][CH:2]=1.[CH2:25]([N:27]1[C:36]2[C:31](=[CH:32][C:33]([F:38])=[C:34](F)[CH:35]=2)[C:30](=[O:39])[C:29]([C:40]([OH:42])=[O:41])=[CH:28]1)[CH3:26]>N1C=CC=CC=1>[CH2:25]([N:27]1[C:36]2[C:31](=[CH:32][C:33]([F:38])=[C:34]([N:23]3[CH2:22][CH2:21][NH:20][CH:19]([C:12]4[C:13]5[C:18](=[CH:17][CH:16]=[CH:15][CH:14]=5)[N:10]([S:7]([C:1]5[CH:2]=[CH:3][CH:4]=[CH:5][CH:6]=5)(=[O:9])=[O:8])[CH:11]=4)[CH2:24]3)[CH:35]=2)[C:30](=[O:39])[C:29]([C:40]([OH:42])=[O:41])=[CH:28]1)[CH3:26]. Reported procedure: 30 A mixture of 4.092 g of 1-{phenylsulfonyl)-3-(2-piperazinyl)-1H-indole and 1.012 g of 1-ethyl-6,7-difluoro-1,4-dihydro-4-oxo-3-quinolinecarboxylic acid in 5 ml of pyridine was heated at 95° C. for 3 hours, then cooled and the solid collected, washed with methanol and ether, giving 1.94 g of 1-ethyl-6-fluoro-1,4-dihydro-4-oxo-7-[3-[1-(phenylsulfonyl)-1H-indol-3-yl]-1-piperazinyl]-3-quinolinecarboxylic acid. Run at temperature 100 celsius. Starting materials: ClC1=NC(=CC2=CC=CC=C12)Cl (1,3-dichloroisoquinoline), C[Al](C)C (trimethylaluminum). The product is ClC=1N=C(C2=CC=CC=C2C1)C (3-Chloro-1-methylisoquinoline). Reaction SMILES: Cl[C:2]1[C:11]2[C:6](=[CH:7][CH:8]=[CH:9][CH:10]=2)[CH:5]=[C:4]([Cl:12])[N:3]=1.[CH3:13][Al](C)C>C1COCC1.C1C=CC([P]([Pd]([P](C2C=CC=CC=2)(C2C=CC=CC=2)C2C=CC=CC=2)([P](C2C=CC=CC=2)(C2C=CC=CC=2)C2C=CC=CC=2)[P](C2C=CC=CC=2)(C2C=CC=CC=2)C2C=CC=CC=2)(C2C=CC=CC=2)C2C=CC=CC=2)=CC=1>[Cl:12][C:4]1[N:3]=[C:2]([CH3:13])[C:11]2[C:6]([CH:5]=1)=[CH:7][CH:8]=[CH:9][CH:10]=2 |^1:25,27,46,65|. Procedure details: A mixture of 1,3-dichloroisoquinoline (2.0 g, 10.1 mmol), trimethylaluminum (2.0 M in heptane, 6.1 mL, 12.1 mmol), and tetrakis(triphenylphosphine)palladium(0) (117 mg, 0.1 mmol) in THF (8 mL) was heated in a microwave reactor at 100° C. for 15 min. After quenching by addition of water (30 mL), the mixture was extracted with EtOAc. The organics were dried over Na2SO4, filtered, and concentrated. The residue was purified by silica gel chromatography eluting with 10% EtOAc/hexanes to afford the ti... Run in C1CCOC1 (THF). The reagents and catalysts are C=1C=CC(=CC1)[P](C=2C=CC=CC2)(C=3C=CC=CC3)[Pd]([P](C=4C=CC=CC4)(C=5C=CC=CC5)C=6C=CC=CC6)([P](C=7C=CC=CC7)(C=8C=CC=CC8)C=9C=CC=CC9)[P](C=1C=CC=CC1)(C=1C=CC=CC1)C=1C=CC=CC1 (tetrakis(triphenylphosphine)palladium(0)). The reactants are CCOC(=O)CC(C)c1ccc(NC(=O)Cc2ccc3nc(Nc4ccccc4C)oc3c2)cn1, CO, [Na+], [OH-]. Yields the product Cc1ccccc1Nc1nc2ccc(CC(=O)Nc3ccc(C(C)CC(=O)O)nc3)cc2o1. As a reaction SMILES: [CH2:1]([CH3:2])[O:3][C:4]([CH2:5][CH:6]([CH3:7])[c:8]1[n:9][cH:10][c:11]([NH:14][C:15]([CH2:16][c:17]2[cH:18][c:19]3[c:20]([n:21][c:22]([NH:24][c:25]4[c:26]([CH3:31])[cH:27][cH:28][cH:29][cH:30]4)[o:23]3)[cH:32][cH:33]2)=[O:34])[cH:12][cH:13]1)=[O:35].[CH3:38][OH:39].[Na+:37].[OH-:36]>>[O:3]=[C:4]([CH2:5][CH:6]([CH3:7])[c:8]1[n:9][cH:10][c:11]([NH:14][C:15]([CH2:16][c:17]2[cH:18][c:19]3[c:20]([n:21][c:22]([NH:24][c:25]4[c:26]([CH3:31])[cH:27][cH:28][cH:29][cH:30]4)[o:23]3)[cH:32][cH:33]2)=[O:34])[cH:12][cH:13]1)[OH:35]. Starting materials: C(#N)C=1C(=C2C=C(N(C2=CC1)CC(NO)=N)CCC)C(F)(F)F (2-[5-cyano-2-propyl-4-(trifluoromethyl)-1H-indol-1-yl]-N-hydroxyethanimidamide), FC(C=1C=C(C(=O)Cl)C=CC1)(F)F (3-(trifluoromethyl)benzoyl chloride), C(C)(C)N(C(C)C)CC (N,N-diisopropylethylamine). Solvent: C(C)#N (acetonitrile). Run at temperature 150 celsius. The product is C(CC)C=1N(C2=CC=C(C(=C2C1)C(F)(F)F)C#N)CC1=NOC(=N1)C1=CC(=CC=C1)C(F)(F)F (2-Propyl-4-(trifluoromethyl)-1-({5-[3-(trifluoromethyl)phenyl]-1,2,4-oxadiazol-3-yl}methyl)-1H-indole-5-carbonitrile). Yield: 41.4%. Reaction SMILES: [C:1]([C:3]1[C:4]([C:20]([F:23])([F:22])[F:21])=[C:5]2[C:9](=[CH:10][CH:11]=1)[N:8]([CH2:12][C:13](=[NH:16])[NH:14][OH:15])[C:7]([CH2:17][CH2:18][CH3:19])=[CH:6]2)#[N:2].[F:24][C:25]([F:36])([F:35])[C:26]1[CH:27]=[C:28]([CH:32]=[CH:33][CH:34]=1)[C:29](Cl)=O.C(N(CC)C(C)C)(C)C>C(#N)C>[CH2:17]([C:7]1[N:8]([CH2:12][C:13]2[N:16]=[C:29]([C:28]3[CH:32]=[CH:33][CH:34]=[C:26]([C:25]([F:24])([F:35])[F:36])[CH:27]=3)[O:15][N:14]=2)[C:9]2[C:5]([CH:6]=1)=[C:4]([C:20]([F:22])([F:23])[F:21])[C:3]([C:1]#[N:2])=[CH:11][CH:10]=2)[CH2:18][CH3:19]. Reported procedure: To a solution of 2-[5-cyano-2-propyl-4-(trifluoromethyl)-1H-indol-1-yl]-N-hydroxyethanimidamide (Example 275A) (0.100 g, 0.308 mmol) in anhydrous acetonitrile (3.0 mL) under N2, was added 3-(trifluoromethyl)benzoyl chloride (0.256 g, 1.23 mmol) and N,N-diisopropylethylamine (0.50 mL, 5.21 mmol). The mixture was then heated in a microwave at 150° C. for 30 min. Upon cooling, the mixture was poured onto a biotage prepak column and the mixture was purified by flash chromatography (0-25% EtOAc-hexan... Yields the product COc1cccc2c1Sc1ccccc1C21CCN(C#N)CC1. Reactants: COc1cccc2c1Sc1ccccc1C21CCN(Cc2ccccc2)CC1, ClCCl, N#CBr. As a reaction SMILES: [CH2:1]([c:2]1[cH:3][cH:4][cH:5][cH:6][cH:7]1)[N:8]1[CH2:9][CH2:10][C:11]2([CH2:12][CH2:13]1)[c:14]1[cH:15][cH:16][cH:17][cH:18][c:19]1[S:20][c:21]1[c:22]([O:27][CH3:28])[cH:23][cH:24][cH:25][c:26]12.[CH2:32]([Cl:33])[Cl:34].[N:29]#[C:30][Br:31]>>[C:1]([N:8]1[CH2:9][CH2:10][C:11]2([CH2:12][CH2:13]1)[c:14]1[cH:15][cH:16][cH:17][cH:18][c:19]1[S:20][c:21]1[c:22]([O:27][CH3:28])[cH:23][cH:24][cH:25][c:26]12)#[N:29].